From a dataset of the Open Reaction Database (ORD), a public repository of structured organic reaction records. describe an organic reaction: reactants, conditions, products, and yield Starting materials: CC(=O)O (HOAc), [BH3-]C#N.[Na+] (NaCNBH3), N1=CC(=CC=C1)C1=NN(C(=C1)C#N)C1=CC=C(C=C1)N (3-(3-Pyridyl)-5-cyano-1-(4′-aminophenyl)pyrazole), C(#N)C(CCOC1=CC=C(C=O)C=C1)C (4-(3-cyanobutoxy)benzaldehyde). Solvent: CO (MeOH), CO (MeOH). Run at time 30 minute. Product: C(#N)C1=CC(=NN1C1=CC=C(C=C1)NCC1=CC=C(C=C1)OCCCC#N)C=1C=NC=CC1 ([4-(5-Cyano-3-pyridin-3-yl-pyrazol-1-yl)phenyl]-[4-(3-cyanopropoxy)benzyl]-amine). Reaction SMILES: [N:1]1[CH:6]=[CH:5][CH:4]=[C:3]([C:7]2[CH:11]=[C:10]([C:12]#[N:13])[N:9]([C:14]3[CH:19]=[CH:18][C:17]([NH2:20])=[CH:16][CH:15]=3)[N:8]=2)[CH:2]=1.CC(O)=O.[C:25]([CH:27](C)[CH2:28][CH2:29][O:30][C:31]1[CH:38]=[CH:37][C:34]([CH:35]=O)=[CH:33][CH:32]=1)#[N:26].[BH3-]C#N.[Na+]>CO>[C:12]([C:10]1[N:9]([C:14]2[CH:15]=[CH:16][C:17]([NH:20][CH2:35][C:34]3[CH:33]=[CH:32][C:31]([O:30][CH2:29][CH2:28][CH2:27][C:25]#[N:26])=[CH:38][CH:37]=3)=[CH:18][CH:19]=2)[N:8]=[C:7]([C:3]2[CH:2]=[N:1][CH:6]=[CH:5][CH:4]=2)[CH:11]=1)#[N:13] |f:3.4|. Reported procedure: 3-(3-Pyridyl)-5-cyano-1-(4′-aminophenyl)pyrazole (0.5 mmol) was dissolved in MeOH (4 mL) and treated with HOAc (4 mL). The reaction was treated with a solution of 4-(3-cyanobutoxy)benzaldehyde (from Example above) (0.75 mmol) in MeOH (1 mL) and stirred at room temperature for 30 minutes. NaCNBH3 (1.25 mmol) was added in one portion. After 2 hr, volatiles were removed, the residue taken up in water, neutralized with NaHCO3 (aq) and extracted with dichloromethane. Organic extracts were combined, d... Reactants: OC1C(C(C=C1)=O)CCCCSCC(=O)OCC (3-hydroxy-2-[4-(carbethoxymethylthio)butyl]cyclopent-4-en-1-one), S(O)(O)(=O)=O (sulfuric acid), [Cl-].[Na+] (sodium chloride). The product is OC1C=C(C(C1)=O)CCCCSCC(=O)O (4-hydroxy-2-[4-(carboxymethylthio)butyl]cyclopent-2-en-1-one). As a reaction SMILES: [OH:1][CH:2]1[CH:6]=[CH:5][C:4](=O)[CH:3]1[CH2:8][CH2:9][CH2:10][CH2:11][S:12][CH2:13][C:14]([O:16]CC)=[O:15].S(=O)(=O)(O)[OH:20].[Cl-].[Na+]>>[OH:20][CH:5]1[CH2:6][C:2](=[O:1])[C:3]([CH2:8][CH2:9][CH2:10][CH2:11][S:12][CH2:13][C:14]([OH:16])=[O:15])=[CH:4]1 |f:2.3|. Procedure: The solution, containing crude 3-hydroxy-2-[4-(carbethoxymethylthio)butyl]cyclopent-4-en-1-one, is cooled and treated during 10 minutes with 75 ml of sulfuric acid (d=1.84) with stirring. The stirred solution is refluxed for 16 hours cooled, saturated with sodium chloride, and extracted with ethyl acetate. The extract is washed with brine, dried over magnesium sulfate, and concentrated. The residue is subjected to chromatography on silica gel with chloroform progressively enriched in ether, ethe... Solvent: C(C)O (ethanol), C(C)O (ethanol). Isolated yield 22.0%. Starting materials: CN(C(=O)C=1SC(=C(C1)C1=CC=NC=C1)C=1C=C2CCC(C2=CC1)=O)C1CCN(CC1)C (5-(1-Oxo-indan-5-yl)-4-pyridin-4-yl-thiophene-2-carboxylic acid methyl-(1-methyl-piperidin-4-yl)-amide), NO (hydroxylamine). Reaction SMILES: [CH3:1][N:2]([CH:26]1[CH2:31][CH2:30][N:29]([CH3:32])[CH2:28][CH2:27]1)[C:3]([C:5]1[S:6][C:7]([C:16]2[CH:17]=[C:18]3[C:22](=[CH:23][CH:24]=2)[C:21](=O)[CH2:20][CH2:19]3)=[C:8]([C:10]2[CH:15]=[CH:14][N:13]=[CH:12][CH:11]=2)[CH:9]=1)=[O:4].[NH2:33][OH:34]>C(O)C>[CH3:1][N:2]([CH:26]1[CH2:31][CH2:30][N:29]([CH3:32])[CH2:28][CH2:27]1)[C:3]([C:5]1[S:6][C:7]([C:16]2[CH:17]=[C:18]3[C:22](=[CH:23][CH:24]=2)[C:21](=[N:33][OH:34])[CH2:20][CH2:19]3)=[C:8]([C:10]2[CH:15]=[CH:14][N:13]=[CH:12][CH:11]=2)[CH:9]=1)=[O:4]. Product: CN(C(=O)C=1SC(=C(C1)C1=CC=NC=C1)C=1C=C2CCC(C2=CC1)=NO)C1CCN(CC1)C (5-(1-Hydroximino-indan-5-yl)-4-pyridin-4-yl-thiophene-2-carboxylic acid methyl-(1-methyl-piperidin-4-yl)-amide). Reported procedure: The product of step 4 (300 mg, 0.8 mmol) was heated at reflux in ethanol (10 ml) containing hydroxylamine (50% aqueous solution) (1 ml) for 1 hour. The solution was co-evaporated in ethanol (×3) to afford a crude solid. The product was purified twice by silica gel chromatography (1:9:40 0.880 ammonia:thanol:dichloromethane) to afford the title compound (80 mg, 22%); MS (AP+) m/e 461 [M+H]+ The reactants are C(C)(=O)N1C(CCC2=C(C(CCC1)=O)C(=CC=C2)Cl)=O (4-acetyl-9-chloro-1,2,4,5,6,7-hexahydro-4-benzazecine-3,8-dione), C([O-])([O-])=O.[K+].[K+] (potassium carbonate). Run in CO (methanol), CO (methanol). Run at time 1 hour. The product is ClC1=CC=CC2=C1C(CCCNC(CC2)=O)=O (9-chloro-1,2,4,5,6,7-hexahydro-4-benzazecine-3,8-dione). Reaction SMILES: C([N:4]1[CH2:13][CH2:12][CH2:11][C:10](=[O:14])[C:9]2[C:15]([Cl:19])=[CH:16][CH:17]=[CH:18][C:8]=2[CH2:7][CH2:6][C:5]1=[O:20])(=O)C.C(=O)([O-])[O-].[K+].[K+]>CO>[Cl:19][C:15]1[C:9]2[C:10](=[O:14])[CH2:11][CH2:12][CH2:13][NH:4][C:5](=[O:20])[CH2:6][CH2:7][C:8]=2[CH:18]=[CH:17][CH:16]=1 |f:1.2.3|. Procedure: 7.60 g of 4-acetyl-9-chloro-1,2,4,5,6,7-hexahydro-4-benzazecine-3,8-dione were dissolved in 240 ml of methanol and treated with a mixture of 36 ml of methanol and 4 ml of saturated potassium carbonate solution. The mixture was stirred at room temperature for 1 hour and thereafter the solvent was removed in vacuo. The residue was triturated in ethyl acetate. The crystallized-out 9-chloro-1,2,4,5,6,7-hexahydro-4-benzazecine-3,8-dione was filtered off and exhibited a melting point of 211°-214°. The... Reactants: O=P(Cl)(Cl)Cl (POCl3), [OH-].[Na+] (NaOH), CN(C)C=O (DMF), CC(CC)=NNC(=O)N (butan-2-one semicarbazone), ice. Conditions: temperature 0 celsius. Product: C(C)C1=NNC=C1C=O (3-ethyl-1H-pyrazole-4-carbaldehyde). Isolated yield 16.0%. As a reaction SMILES: O=P(Cl)(Cl)Cl.[CH3:6][C:7](=[N:10][NH:11][C:12](N)=O)[CH2:8][CH3:9].[OH-].[Na+].CN([CH:20]=[O:21])C>>[CH2:8]([C:7]1[C:6]([CH:20]=[O:21])=[CH:12][NH:11][N:10]=1)[CH3:9] |f:2.3|. Procedure details: To cool DMF (50 mL) at 0° C., POCl3 (30 mL) was added dropwise over 30 minutes, and maintained at 0° C. for 1 hour. To the mixture was added butan-2-one semicarbazone (10 g, 78 mmol) in portions at 70° C. and maintained at 70° C. for 4 hours. The mixture was poured into crushed ice (700 g), neutralized using 10% NaOH solution and extracted using ethyl acetate (3×100 mL). The combined organic layers were washed with water (2×80 mL), saturated aqueous NaCl (100 mL), dried over anhydrous Na2SO4 and...